This data is from the Open Reaction Database (ORD), a public repository of structured organic reaction records. The task is: describe an organic reaction: reactants, conditions, products, and yield The reactants are CCCBr, C1CCOC1, Fc1cc(-c2ccc(C3CC[SiH](F)CC3)cc2)cc(F)c1F, [Mg]. Product: CCC[SiH]1CCC(c2ccc(-c3cc(F)c(F)c(F)c3)cc2)CC1. RXN SMILES: [CH2:1]([CH2:2][CH3:3])[Br:4].[CH2:28]1[O:29][CH2:30][CH2:31][CH2:32]1.[F:6][SiH:7]1[CH2:8][CH2:9][CH:10]([c:13]2[cH:14][cH:15][c:16](-[c:19]3[cH:20][c:21]([F:27])[c:22]([F:26])[c:23]([F:25])[cH:24]3)[cH:17][cH:18]2)[CH2:11][CH2:12]1.[Mg:5]>>[CH2:1]([CH2:2][CH3:3])[SiH:7]1[CH2:8][CH2:9][CH:10]([c:13]2[cH:14][cH:15][c:16](-[c:19]3[cH:20][c:21]([F:27])[c:22]([F:26])[c:23]([F:25])[cH:24]3)[cH:17][cH:18]2)[CH2:11][CH2:12]1. Reactants: COC(CC(C)=O)=O (3-Oxo-butyric acid methyl ester), CN (Methylamine), COC(C#C)=O (propynoic acid methyl ester). The solvent is CO (MeOH). Conditions: temperature 90 celsius. Yields the product COC(C=CC(C(=O)OC)=C(C)NC)=O (4-(1-Methylamino-ethylidene)-pent-2-enedioic acid dimethyl ester). Isolated yield 11.4%. Reaction SMILES: [CH3:1][NH2:2].[CH3:3][O:4][C:5](=[O:10])[CH2:6][C:7](=O)[CH3:8].[CH3:11][O:12][C:13](=[O:16])[C:14]#[CH:15]>CO>[CH3:11][O:12][C:13](=[O:16])[CH:14]=[CH:15][C:6](=[C:7]([NH:2][CH3:1])[CH3:8])[C:5]([O:4][CH3:3])=[O:10]. Procedure details: Methylamine (20 mL, 40 mmol, 2 M in THF) was dissolved in MeOH (130 mL). 3-Oxo-butyric acid methyl ester (5.7 mL, 48 mmol) was added, and the mixture was heated at 90° C. for 3 h in a sealed tube. After cooling the mixture to r.t., propynoic acid methyl ester (5.3 mL, 60 mmol) was added. The resulting mixture was then refluxed for 48 h. After cooling to r.t., the solvent was evaporated, and the crude residue was purified by silica gel chromatography (0-50% EtOAc/hexanes) to give 0.97 g of the ti... Starting materials: N (Ammonia), ClCC1=CC(=NO1)C(=O)Cl (5-chloromethylisoxazole-3-carboxylic acid chloride). Run in C(Cl)Cl (methylene chloride). Reaction conditions: temperature 0 celsius, time 1 hour. Product: ClCC1=CC(=NO1)C(=O)N (5-Chloromethylisoxazole-3-carboxamide). The yield is 74.0%. As a reaction SMILES: [NH3:1].[Cl:2][CH2:3][C:4]1[O:8][N:7]=[C:6]([C:9](Cl)=[O:10])[CH:5]=1>C(Cl)Cl>[Cl:2][CH2:3][C:4]1[O:8][N:7]=[C:6]([C:9]([NH2:1])=[O:10])[CH:5]=1. Reported procedure: Ammonia was passed for 1 hour at 10-15° C. into a solution of 10 g (55.56 mmol) of 5-chloromethylisoxazole-3-carboxylic acid chloride in 100 ml of methylene chloride and stirring was subsequently continued at room temperature for 1 hour. After the solution had cooled to 0° C., the precipitate was filtered off with suction and washed with a little cold methylene chloride, and the residue was extracted twice by stirring with water to remove the ammonium salts. Drying in vacuo resulted in 6.58 g of...